From a dataset of the Open Reaction Database (ORD), a public repository of structured organic reaction records. describe an organic reaction: reactants, conditions, products, and yield Starting materials: C#CCBr, CN(C)C=O, CN1CC(=O)Nc2cc(-c3ncc(C(F)(F)F)cc3Cl)ccc21, [H-], [Na+], O. Product: C#CCN1C(=O)CN(C)c2ccc(-c3ncc(C(F)(F)F)cc3Cl)cc21. As a reaction SMILES: [CH2:26]([C:27]#[CH:28])[Br:29].[CH3:31][N:32]([CH3:33])[CH:34]=[O:35].[Cl:1][c:2]1[c:3](-[c:12]2[cH:13][cH:14][c:15]3[c:20]([cH:21]2)[NH:19][C:18](=[O:22])[CH2:17][N:16]3[CH3:23])[n:4][cH:5][c:6]([C:8]([F:9])([F:10])[F:11])[cH:7]1.[H-:24].[Na+:25].[OH2:30]>>[Cl:1][c:2]1[c:3](-[c:12]2[cH:13][cH:14][c:15]3[c:20]([cH:21]2)[N:19]([CH2:28][C:27]#[CH:26])[C:18](=[O:22])[CH2:17][N:16]3[CH3:23])[n:4][cH:5][c:6]([C:8]([F:9])([F:10])[F:11])[cH:7]1. Reactants: C(C)(C)(C)OC(CN1C(=C(C2=CC(=CC=C12)F)C1=NN(S(C2=C1C=CC=C2)(=O)=O)CC2=CC(=CC=C2)OC)C)=O ({3-[2-(3-Methoxy-benzyl)-1,1-dioxo-1,2-dihydro-1λ6-benzo[e][1,2,3]thiadiazin-4-yl]-5-fluoro-2-methyl-indol-1-yl}-acetic acid tert-butyl ester), C(=O)(C(F)(F)F)O (TFA). The product is COC=1C=C(CN2S(C3=C(C(=N2)C2=C(N(C4=CC=C(C=C24)F)CC(=O)O)C)C=CC=C3)(=O)=O)C=CC1 ({3-[2-(3-Methoxy-benzyl)-1,1-dioxo-1,2-dihydro-1λ6-benzo[e][1,2,3]thiadiazin-4-yl]-5-fluoro-2-methyl-indol-1-yl}-acetic acid). RXN SMILES: C([O:5][C:6](=[O:40])[CH2:7][N:8]1[C:16]2[C:11](=[CH:12][C:13]([F:17])=[CH:14][CH:15]=2)[C:10]([C:18]2[C:23]3[CH:24]=[CH:25][CH:26]=[CH:27][C:22]=3[S:21](=[O:29])(=[O:28])[N:20]([CH2:30][C:31]3[CH:36]=[CH:35][CH:34]=[C:33]([O:37][CH3:38])[CH:32]=3)[N:19]=2)=[C:9]1[CH3:39])(C)(C)C.C(O)(C(F)(F)F)=O>>[CH3:38][O:37][C:33]1[CH:32]=[C:31]([CH:36]=[CH:35][CH:34]=1)[CH2:30][N:20]1[N:19]=[C:18]([C:10]2[C:11]3[C:16](=[CH:15][CH:14]=[C:13]([F:17])[CH:12]=3)[N:8]([CH2:7][C:6]([OH:40])=[O:5])[C:9]=2[CH3:39])[C:23]2[CH:24]=[CH:25][CH:26]=[CH:27][C:22]=2[S:21]1(=[O:29])=[O:28]. Reported procedure: {3-[2-(3-Methoxy-benzyl)-1,1-dioxo-1,2-dihydro-1λ6-benzo[e][1,2,3]thiadiazin-4-yl]-5-fluoro-2-methyl-indol-1-yl}-acetic acid tert-butyl ester (61 μmol) was treated with TFA (2 mL) for 2 hours, concentrated, and purified by preparative LCMS to give the title compound. 1H NMR (d6-DMSO) δ 8.13 (d, 1H), 7.91 (t, 1H), 7.84 (t, 1H), 7.48 (d, 1H), 7.38 (dd, 1H), 7.28 (t, 1H), 6.91 (m, 4H), 6.69 (dd, 1H), 5.06 (bs, 2H), 4.51 (s, 2H), 3.71 (s, 3H), 2.11 (s, 3H) ppm. MS calculated for C26H22FN3O5S—H: 506,... Starting materials: C(C)(=O)C1C(OC2(C1CC(C=C2)=O)C#CC2=CC=CC=C2)=O (3-Acetyl-3a,7a-dihydro-7a-(phenylethynyl)benzofuran-2,5(3H,4H)dione), [Cl-].[NH+]1=CC=CC=C1 (pyridinium chloride). The solvent is CO (MeOH). Product: COC=1C=CC(=C(C1)CC(C)=O)C#CC1=CC=CC=C1 (1-[5-Methoxy-2-(phenylethynyl)phenyl]-2-propanone). Yield: 50.4%. RXN SMILES: [C:1]([CH:4]1[CH:8]2[CH2:9][C:10](=[O:13])[CH:11]=[CH:12][C:7]2([C:14]#[C:15][C:16]2[CH:21]=[CH:20][CH:19]=[CH:18][CH:17]=2)OC1=O)(=[O:3])[CH3:2].[Cl-].[NH+]1C=CC=C[CH:25]=1>CO>[CH3:25][O:13][C:10]1[CH:11]=[CH:12][C:7]([C:14]#[C:15][C:16]2[CH:21]=[CH:20][CH:19]=[CH:18][CH:17]=2)=[C:8]([CH2:4][C:1](=[O:3])[CH3:2])[CH:9]=1 |f:1.2|. Procedure: 3-Acetyl-3a,7a-dihydro-7a-(phenylethynyl)benzofuran-2,5(3H,4H)dione, (1.75 g 6 mmole), pyridinium chloride (1.5 g, 13 mmole) and MeOH (50 mL) were placed in a 100 mL round bottomed flask and heated at reflux for 2 hr. The solvent was removed under reduced pressure and the residue was partitioned between Et2O and water. The ether phase was washed with 3N hydrochloric acid, dried over anhydrous sodium sulfate, filtered and concentrated. The residue was recrystallized from ethanol (10 mL) to give 0... Run at time 1.5 hour. As a reaction SMILES: [NH2:1][C:2]1[CH:3]=[C:4]([NH:9][C:10](=[O:22])[C:11]2[CH:16]=[CH:15][CH:14]=[C:13]([C:17]([C:20]#[N:21])([CH3:19])[CH3:18])[CH:12]=2)[CH:5]=[CH:6][C:7]=1[CH3:8].C(N(C(C)C)C(C)C)C.Cl[C:33]1[N:38]=[C:37]([S:39][C:40]#[N:41])[C:36]([N+:42]([O-:44])=[O:43])=[CH:35][N:34]=1.C(=O)([O-])O.[Na+]>O1CCCC1>[C:20]([C:17]([C:13]1[CH:12]=[C:11]([C:10]([NH:9][C:4]2[CH:5]=[CH:6][C:7]([CH3:8])=[C:2]([NH:1][C:33]3[N:38]=[C:37]([S:39][C:40]#[N:41])[C:36]([N+:42]([O-:44])=[O:43])=[CH:35][N:34]=3)[CH:3]=2)=[O:22])[CH:16]=[CH:15][CH:14]=1)([CH3:19])[CH3:18])#[N:21] |f:3.4|. The yield is 87.3%. Yields the product C(#N)C(C)(C)C=1C=C(C=CC1)C(=O)NC=1C=CC(=C(C1)NC1=NC=C(C(=N1)SC#N)[N+](=O)[O-])C (2-{[5-({[3-(1-cyano-1-methylethyl)phenyl]carbonyl}amino)-2-methylphenyl]amino}-5-nitropyrimidin-4-yl thiocyanate). Procedure: To a solution of N-(3-amino-4-methylphenyl)-3-(1-cyano-1-methylethyl)benzamide (1.00 g, 3.41 mmol) in tetrahydrofuran (15 mL) were added N-ethyl-N-isopropylpropane-2-amine (893 μL, 5.11 mmol) and 2-chloro-5-nitropyrimidin-4-yl thiocyanate (812 mg, 3.75 mmol), and the mixture was stirred at room temperature for 1.5 hr. To the reaction mixture was added saturated aqueous sodium hydrogen carbonate solution (30 mL), and the mixture was extracted with ethyl acetate (30 mL, 10 mL). The combined organi... The solvent is O1CCCC1 (tetrahydrofuran). Starting materials: NC=1C=C(C=CC1C)NC(C1=CC(=CC=C1)C(C)(C)C#N)=O (N-(3-amino-4-methylphenyl)-3-(1-cyano-1-methylethyl)benzamide), C(C)N(C(C)C)C(C)C (N-ethyl-N-isopropylpropane-2-amine), ClC1=NC=C(C(=N1)SC#N)[N+](=O)[O-] (2-chloro-5-nitropyrimidin-4-yl thiocyanate), C(O)([O-])=O.[Na+] (sodium hydrogen carbonate). The reactants are CN1CCN(c2ccc(N)cc2C#N)CC1, O=C(O)c1cc2ccccc2s1. Product: CN1CCN(c2ccc(NC(=O)c3cc4ccccc4s3)cc2C#N)CC1. Reaction SMILES: [NH2:13][c:14]1[cH:15][cH:16][c:17]([N:22]2[CH2:23][CH2:24][N:25]([CH3:28])[CH2:26][CH2:27]2)[c:18]([C:19]#[N:20])[cH:21]1.[s:1]1[c:2]2[c:3]([cH:4][c:5]1[C:6](=[O:7])[OH:8])[cH:9][cH:10][cH:11][cH:12]2>>[s:1]1[c:2]2[c:3]([cH:4][c:5]1[C:6](=[O:8])[NH:13][c:14]1[cH:15][cH:16][c:17]([N:22]3[CH2:23][CH2:24][N:25]([CH3:28])[CH2:26][CH2:27]3)[c:18]([C:19]#[N:20])[cH:21]1)[cH:9][cH:10][cH:11][cH:12]2. Starting materials: C1CCOC1, [Li]CCCC, CC(C)C1COC(=O)N1, O=C(Cl)Cc1ccc(F)cc1. Product: CC(C)C1COC(=O)N1C(=O)Cc1ccc(F)cc1. As a reaction SMILES: [CH2:26]1[O:27][CH2:28][CH2:29][CH2:30]1.[CH3:10][CH2:11][CH2:12][CH2:13][Li:14].[CH:1]([CH3:2])([CH3:3])[CH:4]1[NH:5][C:6](=[O:9])[O:7][CH2:8]1.[F:15][c:16]1[cH:17][cH:18][c:19]([CH2:22][C:23](=[O:24])[Cl:25])[cH:20][cH:21]1>>[CH:1]([CH3:2])([CH3:3])[CH:4]1[N:5]([C:23]([CH2:22][c:19]2[cH:18][cH:17][c:16]([F:15])[cH:21][cH:20]2)=[O:24])[C:6](=[O:9])[O:7][CH2:8]1. Reaction SMILES: [Si]([O:18][CH2:19][C:20]1[C:21]([N:35]2[CH2:40][C@H:39]([CH3:41])[O:38][C@H:37]([CH3:42])[CH2:36]2)=[C:22]([F:34])[C:23]2[O:27][N:26]=[C:25]([C:28](OCC)=[O:29])[C:24]=2[CH:33]=1)(C(C)(C)C)(C1C=CC=CC=1)C1C=CC=CC=1.[CH3:43][O:44][CH2:45][C:46]([CH2:51][O:52][CH3:53])([NH2:50])[CH2:47][O:48][CH3:49]>>[CH3:49][O:48][CH2:47][C:46]([NH:50][C:28]([C:25]1[C:24]2[CH:33]=[C:20]([CH2:19][OH:18])[C:21]([N:35]3[CH2:36][C@H:37]([CH3:42])[O:38][C@H:39]([CH3:41])[CH2:40]3)=[C:22]([F:34])[C:23]=2[O:27][N:26]=1)=[O:29])([CH2:51][O:52][CH3:53])[CH2:45][O:44][CH3:43]. Reported procedure: Starting materials: ethyl 5-((tert-butyldiphenylsilyloxy)methyl)-6-((2R,6S)-2,6-dimethylmorpholino)-7-fluorobenzo[d]isoxazole-3-carboxylate (Intermediate 204) and 1,3-dimethoxy-2-(methoxymethyl)propan-2-amine The product is COCC(COC)(COC)NC(=O)C1=NOC2=C1C=C(C(=C2F)N2C[C@H](O[C@H](C2)C)C)CO (N-(1,3-dimethoxy-2-(methoxymethyl)propan-2-yl)-6-((2R,6S)-2,6-dimethylmorpholino)-7-fluoro-5-(hydroxymethyl)benzo[d]isoxazole-3-carboxamide). The reactants are [Si](C1=CC=CC=C1)(C1=CC=CC=C1)(C(C)(C)C)OCC=1C(=C(C2=C(C(=NO2)C(=O)OCC)C1)F)N1C[C@H](O[C@H](C1)C)C (Ethyl 5-((tert-butyldiphenylsilyloxy)methyl)-6-((2R,6S)-2,6-dimethylmorpholino)-7-fluorobenzo[d]isoxazole-3-carboxylate), [Si](C1=CC=CC=C1)(C1=CC=CC=C1)(C(C)(C)C)OCC=1C(=C(C2=C(C(=NO2)C(=O)OCC)C1)F)N1C[C@H](O[C@H](C1)C)C (Ethyl 5-((tert-butyldiphenylsilyloxy)methyl)-6-((2R,6S)-2,6-dimethylmorpholino)-7-fluorobenzo[d]isoxazole-3-carboxylate), COCC(COC)(N)COC (1,3-dimethoxy-2-(methoxymethyl)propan-2-amine).